This data is from the Open Reaction Database (ORD), a public repository of structured organic reaction records. The task is: describe an organic reaction: reactants, conditions, products, and yield The reactants are N-substituted-Gly-Pro, C1C[C@H](N(C1)C(=O)CN)C(=O)O.CC(=O)NC(CSC(=O)NC)C(=O)O (Gly-Pro AMCC), N-substituted-Gly-Pro AMCC, N-methyl-Gly-Pro AMCC, C1C[C@H](N(C1)C(=O)CN)C(=O)O.CC(=O)NC(CSC(=O)NC)C(=O)O (Gly-Pro AMCC), C1C[C@H](N(C1)C(=O)CN)C(=O)NC2=CC3=C(C=C2)C(=CC(=O)O3)C(F)(F)F (Gly-Pro-AFC), N(CC(=O)N1[C@H](C(=O)O)CCC1)C(=O)CCCC[C@@H]1SC[C@@H]2NC(=O)N[C@H]12.CC(=O)NC(CSC(=O)NC)C(=O)O (biotinyl-Gly-Pro AMCC), succinyl-Gly-Pro AMCC, N(CC(=O)N1[C@H](C(=O)NC2=CC=C3C(=CC(OC3=C2)=O)C)CCC1)C(=O)OCC1=CC=CC=C1 (Z-Gly-Pro-AMC). The product is N(CC(=O)N1[C@H](C(=O)O)CCC1)C=O.CC(=O)NC(CSC(=O)NC)C(=O)O (formyl-Gly-Pro AMCC). RXN SMILES: [NH:1]([C:13](CCCC[C@H]1[C@@H]2[C@@H](NC(N2)=O)CS1)=[O:14])[CH2:2][C:3]([N:5]1[CH2:12][CH2:11][CH2:10][C@H:6]1[C:7]([OH:9])=[O:8])=[O:4].[CH3:28][C:29]([NH:31][CH:32]([C:39]([OH:41])=[O:40])[CH2:33][S:34][C:35]([NH:37][CH3:38])=[O:36])=[O:30].C1CN(C(CN)=O)[C@H](C(O)=O)C1.CC(NC(C(O)=O)CSC(NC)=O)=O.N(C(OCC1C=CC=CC=1)=O)CC(N1CCC[C@H]1C(NC1C=C2C(C(C)=CC(=O)O2)=CC=1)=O)=O.C1CN(C(CN)=O)[C@H](C(NC2C=CC3C(C(F)(F)F)=CC(OC=3C=2)=O)=O)C1>>[NH:1]([CH:13]=[O:14])[CH2:2][C:3]([N:5]1[CH2:12][CH2:11][CH2:10][C@H:6]1[C:7]([OH:9])=[O:8])=[O:4].[CH3:28][C:29]([NH:31][CH:32]([C:39]([OH:41])=[O:40])[CH2:33][S:34][C:35]([NH:37][CH3:38])=[O:36])=[O:30] |f:0.1,2.3,6.7|. Reported procedure: To examine whether FAP could cleave other N-substituted-Gly-Pro-based substrates, N-methyl-, formyl-, succinyl-, benzyloxycarbonyl-(Z-) and biotinyl-Gly-Pro-AMCC substrates 6 were synthesized and reacted with FAP (37 nM) and DPP-4 (6.8 nM). With the exception of succinyl-Gly-Pro-AMCC, FAP cleaved all N-substituted-Gly-Pro-AMCC substrates 6 at rates 35-150% of the normalized rate for Gly-Pro-AMCC hydrolysis (Table 2), indicating that the protease tolerates other N-terminal blocking groups. Kineti... Starting materials: CC(=O)O[BH-](OC(C)=O)OC(C)=O, CCOC(=O)CCc1ccc(N)cc1, C[N+](C)(C)C, O=CCc1ccccc1, ClCCCl, [NH4+], [OH-], O. Yields the product CCOC(=O)CCc1ccc(NCCc2ccccc2)cc1. RXN SMILES: [C:1]([O:2][BH-:3]([O:4][C:5](=[O:6])[CH3:7])[O:8][C:9](=[O:10])[CH3:11])(=[O:12])[CH3:13].[CH2:19]([CH3:20])[O:21][C:22]([CH2:23][CH2:24][c:25]1[cH:26][cH:27][c:28]([NH2:31])[cH:29][cH:30]1)=[O:32].[CH3:14][N+:15]([CH3:16])([CH3:17])[CH3:18].[CH:33](=[O:34])[CH2:35][c:36]1[cH:37][cH:38][cH:39][cH:40][cH:41]1.[Cl:44][CH2:45][CH2:46][Cl:47].[NH4+:42].[OH-:43].[OH2:48]>>[CH2:19]([CH3:20])[O:21][C:22]([CH2:23][CH2:24][c:25]1[cH:26][cH:27][c:28]([NH:31][CH2:33][CH2:35][c:36]2[cH:37][cH:38][cH:39][cH:40][cH:41]2)[cH:29][cH:30]1)=[O:32]. Starting materials: CC(C)C[Al+]CC(C)C, CCc1ccc(C#N)c(N(CC)CC2CCCC2)n1, ClCCl, [H-], [Na+], [OH-]. The product is CCc1ccc(C=O)c(N(CC)CC2CCCC2)n1. Reaction SMILES: [CH2:21]([Al+:22][CH2:23][CH:24]([CH3:25])[CH3:26])[CH:27]([CH3:28])[CH3:29].[CH:1]1([CH2:6][N:7]([c:8]2[n:9][c:10]([CH2:16][CH3:17])[cH:11][cH:12][c:13]2[C:14]#[N:15])[CH2:18][CH3:19])[CH2:2][CH2:3][CH2:4][CH2:5]1.[Cl:32][CH2:33][Cl:34].[H-:20].[Na+:31].[OH-:30]>>[CH:1]1([CH2:6][N:7]([c:8]2[n:9][c:10]([CH2:16][CH3:17])[cH:11][cH:12][c:13]2[CH:14]=[O:30])[CH2:18][CH3:19])[CH2:2][CH2:3][CH2:4][CH2:5]1. The reactants are CC1(C)CC(=O)c2cc(Br)ccc2O1, CC[SiH](CC)CC, [Na+], [OH-], O=C(O)C(F)(F)F. The product is CC1(C)CCc2cc(Br)ccc2O1. RXN SMILES: [Br:1][c:2]1[cH:3][cH:4][c:5]2[c:6]([cH:14]1)[C:7](=[O:13])[CH2:8][C:9]([CH3:11])([CH3:12])[O:10]2.[CH2:15]([SiH:16]([CH2:17][CH3:18])[CH2:19][CH3:20])[CH3:21].[Na+:23].[OH-:22].[OH:24][C:25]([C:26]([F:27])([F:28])[F:29])=[O:30]>>[Br:1][c:2]1[cH:3][cH:4][c:5]2[c:6]([cH:14]1)[CH2:7][CH2:8][C:9]([CH3:11])([CH3:12])[O:10]2. Reactants: C(C1=CC=CC=C1)SC1=C(C(=CC(=C1)F)Br)Cl (1-Benzylsulfanyl-3-bromo-2-chloro-5-fluoro-benzene), CC(C)(C)[O-].[Na+] (NaOtBu), N1CCCC1 (pyrrolidine), C=1C=CC(=CC1)P(C=2C=CC=CC2)C3=CC=C4C=CC=CC4=C3C5=C6C=CC=CC6=CC=C5P(C=7C=CC=CC7)C=8C=CC=CC8 (BINAP). The reagents and catalysts are C=1C=CC(=CC1)/C=C/C(=O)/C=C/C2=CC=CC=C2.C=1C=CC(=CC1)/C=C/C(=O)/C=C/C2=CC=CC=C2.C=1C=CC(=CC1)/C=C/C(=O)/C=C/C2=CC=CC=C2.[Pd].[Pd] (Pd2dba3). Yields the product C(C1=CC=CC=C1)SC=1C(=C(C=C(C1)F)N1CCCC1)Cl (1-(3-Benzylsulfanyl-2-chloro-5-fluoro-phenyl)-pyrrolidine). Reaction SMILES: [CH2:1]([S:8][C:9]1[CH:14]=[C:13]([F:15])[CH:12]=[C:11](Br)[C:10]=1[Cl:17])[C:2]1[CH:7]=[CH:6][CH:5]=[CH:4][CH:3]=1.[NH:18]1[CH2:22][CH2:21][CH2:20][CH2:19]1.C1C=CC(P(C2C(C3C(P(C4C=CC=CC=4)C4C=CC=CC=4)=CC=C4C=3C=CC=C4)=C3C(C=CC=C3)=CC=2)C2C=CC=CC=2)=CC=1.CC([O-])(C)C.[Na+]>C1C=CC(/C=C/C(/C=C/C2C=CC=CC=2)=O)=CC=1.C1C=CC(/C=C/C(/C=C/C2C=CC=CC=2)=O)=CC=1.C1C=CC(/C=C/C(/C=C/C2C=CC=CC=2)=O)=CC=1.[Pd].[Pd]>[CH2:1]([S:8][C:9]1[C:10]([Cl:17])=[C:11]([N:18]2[CH2:22][CH2:21][CH2:20][CH2:19]2)[CH:12]=[C:13]([F:15])[CH:14]=1)[C:2]1[CH:7]=[CH:6][CH:5]=[CH:4][CH:3]=1 |f:3.4,5.6.7.8.9|. Reported procedure: Intermediate 35 (1 g, 3.02 mmol), pyrrolidine (0,257 g, 3.62 mmol), Pd2dba3 (55 mg, 0.06 mmol, 2 mol-%), BINAP (75 mg, 0.12 mmol, 4 mol-%) and NaOtBu (376 mg, 3.92 mmol) were suspended in 25 ml of dry, degassed toluene and refluxed for 2 h under argon atmosphere. After full conversion the reaction mixture was chilled and purified by extraction with 30 ml H2O and ethyl acetate. The organic layer was dried with MgSO4 and evaporated to form an oil. The product was used without further purification ... The reactants are O1[C@H]2[C@@H]1C[C@@H]1CC[C@H]3[C@@H]4CC=C(C(C)=O)[C@]4(CC([C@@H]3[C@]1(C2)C)=O)C (2α, 3α-Epoxy-5α-pregn-16-ene-11,20-dione), ice, C(C)O (ethanol), S(O)(O)(=O)=O (sulphuric acid), C([O-])(O)=O.[K+] (Potassium bicarbonate). Product: C(C)O[C@@H]1[C@H](C[C@@H]2CC[C@H]3[C@@H]4CC=C(C(C)=O)[C@]4(CC([C@@H]3[C@]2(C1)C)=O)C)O (2β-Ethoxy-3α-hydroxy-5α-pregn-16-ene-11,20-dione). Reaction SMILES: [O:1]1[C@H:3]2[CH2:4][C@H:5]3[C@:20]([CH3:22])([CH2:21][C@@H:2]12)[C@@H:19]1[C@H:8]([C@H:9]2[C@:16]([CH3:24])([CH2:17][C:18]1=[O:23])[C:12]([C:13](=[O:15])[CH3:14])=[CH:11][CH2:10]2)[CH2:7][CH2:6]3.S(=O)(=O)(O)O.C(=O)(O)[O-].[K+].[CH2:35]([OH:37])[CH3:36]>>[CH2:35]([O:37][C@H:2]1[CH2:21][C@@:20]2([CH3:22])[C@@H:5]([CH2:6][CH2:7][C@@H:8]3[C@@H:19]2[C:18](=[O:23])[CH2:17][C@@:16]2([CH3:24])[C@H:9]3[CH2:10][CH:11]=[C:12]2[C:13](=[O:15])[CH3:14])[CH2:4][C@@H:3]1[OH:1])[CH3:36] |f:2.3|. Reported procedure: 2α, 3α-Epoxy-5α-pregn-16-ene-11,20-dione (3 g.) was dissolved with warming in dry ethanol (80 ml.). The solution was stirred and allowed to cool to room temperature. Concentrated sulphuric acid (0.7 ml.) was added and the solution was stirred at room temperature for 30 minutes. Potassium bicarbonate solution (10%, 35 ml.) was added and the mixture poured into ice-cold water (1 liter) and extracted with chlorform (2 × 200 ml.). The extract was dried over sodium sulphate and evaporated to a colour...